This data is from the Open Reaction Database (ORD), a public repository of structured organic reaction records. The task is: describe an organic reaction: reactants, conditions, products, and yield Procedure: A solution of Tris(dibenzylideneacetone)dipalladium(0) (0.178 g, 0.19 mmol) and (9,9-dimethyl-9H-xanthene-4,5-diyl)bis(diphenylphosphine) (0.282 g, 0.49 mmol) in THF (20 mL) (degassed) was heated to 50 ºC under a nitrogen atmosphere for 30 min.  (3-(phenylamino)phenyl)methanol (0.072 g, 11.13 %) (0.4 g, 3.25 mmol) and cesium carbonate (2.117 g, 6.50 mmol) were added followed by bromobenzene (0.409 mL, 3.90 mmol) and the mixture stirred at 65 °C over two days. The reaction mixture was cooled to r... Run in C1CCOC1. Conditions: temperature 65 celsius. Reactants: C1=CC(=CC(=C1)N)CO, C1=CC=C(C=C1)Br. Product: C1=CC=C(C=C1)NC2=CC=CC(=C2)CO. Reagents/catalysts: C(=O)([O-])[O-].[Cs+].[Cs+], CC1(C2=C(C(=CC=C2)P(C3=CC=CC=C3)C4=CC=CC=C4)OC5=C1C=CC=C5P(C6=CC=CC=C6)C7=CC=CC=C7)C, C1=CC=C(C=C1)/C=C/C(=O)/C=C/C2=CC=CC=C2.C1=CC=C(C=C1)/C=C/C(=O)/C=C/C2=CC=CC=C2.C1=CC=C(C=C1)/C=C/C(=O)/C=C/C2=CC=CC=C2.[Pd].[Pd]. Isolated yield 11.1%. Starting materials: S(N)(=O)(=O)C1=CC=C(S1)S(=O)(=O)Cl (5-sulfamoyl-thiophene-2-sulfonyl chloride), S1C(=CC=C1)CN (2-thiophenemethylamine). Solvent: C(C)O (ethanol). Run at time 18 hour. Product: S1C(=CC=C1)CNS(=O)(=O)C=1SC(=CC1)S(=O)(=O)N (N-(2-Thienyl)methyl-2,5-thiophenedisulfonamide). Isolated yield 42.9%. Reaction SMILES: [S:1]([C:5]1[S:9][C:8]([S:10](Cl)(=[O:12])=[O:11])=[CH:7][CH:6]=1)(=[O:4])(=[O:3])[NH2:2].[S:14]1[CH:18]=[CH:17][CH:16]=[C:15]1[CH2:19][NH2:20]>C(O)C>[S:14]1[CH:18]=[CH:17][CH:16]=[C:15]1[CH2:19][NH:20][S:10]([C:8]1[S:9][C:5]([S:1]([NH2:2])(=[O:4])=[O:3])=[CH:6][CH:7]=1)(=[O:11])=[O:12]. Reported procedure: To a solution of 5-sulfamoyl-thiophene-2-sulfonyl chloride (0.80 g, 3.1 mmol) in ethanol (10 mL) at 0° C. was added 2-thiophenemethylamine (0.67 mL, 6.51 mmol) and this mixture stirred at room temperature for 18 hr. After evaporation of solvent the residue was dissolved in ethyl acetate (200 mL) and this solution was washed with saturated aqueous sodium bicarbonate (2×50 mL), dried (MgSO4), and evaporated to a crude material which was purified by column chromatography (silica, 5% methanol/methyl...